This data is from the Open Reaction Database (ORD), a public repository of structured organic reaction records. The task is: describe an organic reaction: reactants, conditions, products, and yield Reactants: OC[C@@H](C[C@@H]1N(C(OC1)(C)C)C(=O)OC(C)(C)C)CC=C ((S)-tert-butyl 4-((R)-2-(hydroxymethyl)pent-4-enyl)-2,2-dimethyloxazolidine-3-carboxylate), [H-].[Na+] (NaH), C(C=C)Br (allyl bromide). Run in C1CCOC1 (THF). Reaction conditions: temperature 0 celsius, time 10 minute. The product is C(C=C)OC[C@@H](C[C@@H]1N(C(OC1)(C)C)C(=O)OC(C)(C)C)CC=C ((S)-tert-butyl 4-((R)-2-(allyloxymethyl)pent-4-enyl)-2,2-dimethyloxazolidine-3-carboxylate). The yield is 77.0%. Reaction SMILES: [OH:1][CH2:2][C@H:3]([CH2:19][CH:20]=[CH2:21])[CH2:4][C@H:5]1[CH2:9][O:8][C:7]([CH3:11])([CH3:10])[N:6]1[C:12]([O:14][C:15]([CH3:18])([CH3:17])[CH3:16])=[O:13].[H-].[Na+].[CH2:24](Br)[CH:25]=[CH2:26]>C1COCC1>[CH2:26]([O:1][CH2:2][C@H:3]([CH2:19][CH:20]=[CH2:21])[CH2:4][C@H:5]1[CH2:9][O:8][C:7]([CH3:11])([CH3:10])[N:6]1[C:12]([O:14][C:15]([CH3:18])([CH3:17])[CH3:16])=[O:13])[CH:25]=[CH2:24] |f:1.2|. Procedure: To a solution of (S)-tert-butyl 4-((R)-2-(hydroxymethyl)pent-4-enyl)-2,2-dimethyloxazolidine-3-carboxylate (30 g, 100 mmol, 1 eq) in anhydrous THF (600 mL) was added NaH (60%, 16 g, 400 mmol, 4 eq) in portions at 0° C. The mixture was stirred for 10 min at 0° C., followed by the dropwise addition of allyl bromide (48 g, 400 mmol, 4 eq) over 15 min. After stirring for 30 min at 0° C., the mixture was allowed to warm to rt and stirred for 16 h. The reaction was quenched with aq. NH4Cl and the mixt... The reactants are O=C([O-])O, Cc1ccccc1, CCOCC, O=C(CCCCl)c1ccccc1, Cl, [I-], [K+], [Na+], OC(c1ccccc1)(c1ccccc1)C1CCNCC1. Yields the product Cl, O=C(CCCN1CCC(C(O)(c2ccccc2)c2ccccc2)CC1)c1ccccc1. As a reaction SMILES: [C:33](=[O:34])([OH:35])[O-:36].[CH3:41][c:42]1[cH:43][cH:44][cH:45][cH:46][cH:47]1.[CH3:48][CH2:49][O:50][CH2:51][CH3:52].[Cl:21][CH2:22][CH2:23][CH2:24][C:25](=[O:26])[c:27]1[cH:28][cH:29][cH:30][cH:31][cH:32]1.[ClH:40].[I-:39].[K+:38].[Na+:37].[c:1]1([C:7]([OH:8])([CH:9]2[CH2:10][CH2:11][NH:12][CH2:13][CH2:14]2)[c:15]2[cH:16][cH:17][cH:18][cH:19][cH:20]2)[cH:2][cH:3][cH:4][cH:5][cH:6]1>>[ClH:21].[c:1]1([C:7]([OH:8])([CH:9]2[CH2:10][CH2:11][N:12]([CH2:22][CH2:23][CH2:24][C:25](=[O:26])[c:27]3[cH:28][cH:29][cH:30][cH:31][cH:32]3)[CH2:13][CH2:14]2)[c:15]2[cH:16][cH:17][cH:18][cH:19][cH:20]2)[cH:2][cH:3][cH:4][cH:5][cH:6]1. Starting materials: [Li]CCCC, C1CCOC1, Cc1coc2ccc(Cl)cc12, CN(C)C=O. Yields the product Cc1c(C=O)oc2ccc(Cl)cc12. Reaction SMILES: [CH2:1]([Li:2])[CH2:3][CH2:4][CH3:5].[CH2:22]1[O:23][CH2:24][CH2:25][CH2:26]1.[Cl:6][c:7]1[cH:8][cH:9][c:10]2[c:11]([c:12]([CH3:15])[cH:13][o:14]2)[cH:16]1.[O:17]=[CH:18][N:19]([CH3:20])[CH3:21]>>[Cl:6][c:7]1[cH:8][cH:9][c:10]2[c:11]([c:12]([CH3:15])[c:13]([CH:18]=[O:17])[o:14]2)[cH:16]1. Reported procedure: To 25 ml of 1,2-dimethoxyethane were added about 2.0 g of 5-chloro-3-methylthio-1,2,4-thiadiazole, 2.25 g of 2-chlorophenylboronic acid, 694 mg of tetrakistriphenylphosphine palladium and 25 ml of a 2 M aqueous sodium carbonate solution, and the mixture was heated under reflux for 3 hours in a nitrogen atmosphere. Then, the reaction mixture was poured into water, and the mixture was extracted with t-butyl methyl ether. The organic layer was dried over anhydrous sodium sulfate, and the residue ob... Run in O (water). The product is CSC1=NSC(=N1)C1=CC(=CC=C1)Cl (3-methylthio-5-(3-chlorophenyl)-1,2,4-thiadiazole). As a reaction SMILES: COCCOC.Cl[C:8]1[S:12][N:11]=[C:10]([S:13][CH3:14])[N:9]=1.[Cl:15][C:16]1[CH:21]=[CH:20][CH:19]=[CH:18][C:17]=1B(O)O.C(=O)([O-])[O-].[Na+].[Na+]>O>[CH3:14][S:13][C:10]1[N:9]=[C:8]([C:18]2[CH:19]=[CH:20][CH:21]=[C:16]([Cl:15])[CH:17]=2)[S:12][N:11]=1 |f:3.4.5|. Yield: 57.3%. Reactants: COCCOC (1,2-dimethoxyethane), ClC1=NC(=NS1)SC (5-chloro-3-methylthio-1,2,4-thiadiazole), ClC1=C(C=CC=C1)B(O)O (2-chlorophenylboronic acid), tetrakistriphenylphosphine palladium, C([O-])([O-])=O.[Na+].[Na+] (sodium carbonate).